This data is from the Open Reaction Database (ORD), a public repository of structured organic reaction records. The task is: describe an organic reaction: reactants, conditions, products, and yield Starting materials: resultant mixture, C1(=CC=CC=C1)S(=O)(=O)Cl (benzenesulfonyl chloride), BrC=1C=C(C=CC1C)NCC(OCC)OCC ((3-bromo-4-methylphenyl)-(2,2-diethoxyethyl)-amine), N1=CC=CC=C1 (pyridine), C(O)([O-])=O.[Na+] (sodium hydrogen carbonate). Run in ClCCl (dichloromethane). Reaction conditions: time 2 hour. The product is BrC=1C=C(C=CC1C)N(S(=O)(=O)C1=CC=CC=C1)CC(OCC)OCC (N-(3-bromo-4-methylphenyl)-N-(2,2-diethoxyethyl)benzenesulfonamide). Yield: 82.6%. As a reaction SMILES: [C:1]1([S:7](Cl)(=[O:9])=[O:8])[CH:6]=[CH:5][CH:4]=[CH:3][CH:2]=1.[Br:11][C:12]1[CH:13]=[C:14]([NH:19][CH2:20][CH:21]([O:25][CH2:26][CH3:27])[O:22][CH2:23][CH3:24])[CH:15]=[CH:16][C:17]=1[CH3:18].N1C=CC=CC=1.C(=O)([O-])O.[Na+]>ClCCl>[Br:11][C:12]1[CH:13]=[C:14]([N:19]([CH2:20][CH:21]([O:25][CH2:26][CH3:27])[O:22][CH2:23][CH3:24])[S:7]([C:1]2[CH:6]=[CH:5][CH:4]=[CH:3][CH:2]=2)(=[O:9])=[O:8])[CH:15]=[CH:16][C:17]=1[CH3:18] |f:3.4|. Reported procedure: Under a nitrogen stream, benzenesulfonyl chloride (3.12 mL g, 24.48 mmol) was added dropwise under ice cooling to a mixture of (3-bromo-4-methylphenyl)-(2,2-diethoxyethyl)-amine (4.91 g, 16.25 mmol), pyridine (10.1 mL, 124.88 mmol) and dichloromethane (41 mL), and the resultant mixture was then stirred at the same temperature for 1 hour. After stirring at room temperature for 2 hours, the reaction mixture was added to saturated aqueous sodium hydrogen carbonate. The resultant mixture was extract...